Dataset: the Open Reaction Database (ORD), a public repository of structured organic reaction records. Task: describe an organic reaction: reactants, conditions, products, and yield Reactants: ClCCCl (1,2-Dichloroethane), N(=[N+]=[N-])C1=C(C(=O)OC)C=C(N=C1C1=CC=C(C=C1)S(=O)(=O)N1CCOCC1)Br (methyl 3-azido-6-bromo-2-(4-(morpholinosulfonyl)phenyl)isonicotinate). The reagents and catalysts are CCCCCCCC(=O)O.CCCCCCCC(=O)O.CCCCCCCC(=O)O.CCCCCCCC(=O)O.[Rh].[Rh] (rhodium octanoate dimer). Run in C(Cl)Cl.CO (DCM MeOH). Conditions: temperature 80 celsius. Yields the product BrC=1C=C(C=2NC=3C=C(C=CC3C2N1)S(=O)(=O)N1CCOCC1)C(=O)OC (methyl 2-bromo-7-(morpholinosulfonyl)-5H-pyrido[3,2-b]indole-4-carboxylate). Isolated yield 72.1%. RXN SMILES: ClCCCl.[N:5]([C:8]1[C:17]([C:18]2[CH:23]=[CH:22][C:21]([S:24]([N:27]3[CH2:32][CH2:31][O:30][CH2:29][CH2:28]3)(=[O:26])=[O:25])=[CH:20][CH:19]=2)=[N:16][C:15]([Br:33])=[CH:14][C:9]=1[C:10]([O:12][CH3:13])=[O:11])=[N+]=[N-]>C(Cl)Cl.CO.CCCCCCCC(O)=O.CCCCCCCC(O)=O.CCCCCCCC(O)=O.CCCCCCCC(O)=O.[Rh].[Rh]>[Br:33][C:15]1[CH:14]=[C:9]([C:10]([O:12][CH3:13])=[O:11])[C:8]2[NH:5][C:19]3[CH:20]=[C:21]([S:24]([N:27]4[CH2:32][CH2:31][O:30][CH2:29][CH2:28]4)(=[O:26])=[O:25])[CH:22]=[CH:23][C:18]=3[C:17]=2[N:16]=1 |f:2.3,4.5.6.7.8.9|. Procedure details: 1,2-Dichloroethane (1.3 mL) was added to a mixture of methyl 3-azido-6-bromo-2-(4-(morpholinosulfonyl)phenyl)isonicotinate (918 mg, 1.90 mmol), rhodium octanoate dimer (74. mg, 0.095 mmol) and crushed 4A° molecular sieves (2.2 gm) and the reaction was heated at 80° C. overnight. It was then diluted with a mixture of DCM:MeOH (3:1) and filtered. The collected solid was washed with hot THF to extract any remaining product. The solvent was removed from the combined filtrates and the residue was sus... Reactants: C([O-])([O-])=O.[K+].[K+] (potassium carbonate), FC(S(=O)(=O)OCC(F)(F)F)(F)F (2,2,2-trifluoroethyl trifluoromethanesulfonate), [N+](=O)([O-])C=1C=C(C(O)=CC1)O (4-nitrocatechol). Run in CC(=O)C (acetone), CC(=O)C (acetone). Yields the product FC(COC=1C=C(C=CC1OCC(F)(F)F)[N+](=O)[O-])(F)F (3,4-bis(2,2,2-trifluoroethoxy)nitrobenzene). RXN SMILES: [C:1](=[O:4])([O-])[O-].[K+].[K+].FC(F)(F)S([O:12][CH2:13][C:14]([F:17])([F:16])[F:15])(=O)=O.[N+:20]([C:23]1[CH:24]=[C:25](O)[C:26](=[CH:28][CH:29]=1)O)([O-:22])=[O:21]>CC(C)=O>[F:17][C:14]([F:15])([F:16])[CH2:13][O:12][C:28]1[CH:29]=[C:23]([N+:20]([O-:22])=[O:21])[CH:24]=[CH:25][C:26]=1[O:4][CH2:1][C:14]([F:17])([F:16])[F:15] |f:0.1.2|. Procedure: To a refluxing mixture of 12.7 g. (0.092 mole) of potassium carbonate, 21.3 g. (0.092 mole) of 2,2,2-trifluoroethyl trifluoromethanesulfonate and 62 ml. of acetone is added dropwise 6.2 g. (0.040 mole) of 4-nitrocatechol in 62 ml. of acetone over about 2.5 hours. Refluxing is continued for a total of 24 hours, then the solution is evaporated. The residue is mixed with equal volumes of water and diethyl ether. The ether layer is separated, washed with water and saturated sodium chloride solution ... Solvent: CO (methanol), O (water). Product: ClC1=C(C=CC(=C1)Cl)C1SC([C@@H](N1)C(=O)O)(C)C (2-(2,4-Dichlorophenyl)-5,5-dimethylthiazolidine-4(S)-carboxylic acid). RXN SMILES: [Cl:1][C:2]1[CH:9]=[C:8]([Cl:10])[CH:7]=[CH:6][C:3]=1[CH:4]=O.[NH2:11][C@@H:12]([C:17]([OH:19])=[O:18])[C:13]([SH:16])([CH3:15])[CH3:14]>CO.O>[Cl:1][C:2]1[CH:9]=[C:8]([Cl:10])[CH:7]=[CH:6][C:3]=1[CH:4]1[NH:11][C@@H:12]([C:17]([OH:19])=[O:18])[C:13]([CH3:15])([CH3:14])[S:16]1. Reported procedure: 3.5 g (20 mmoles) of 2,4-dichlorobenzaldehyde dissolved in 17 ml of methanol are added to a solution containing 3.0 g (20 mmoles) of D-penicillamine in 65 ml of water while stirring. After stirring for 16 hours, the precipitate is filtered, washed with 50% methanol and dried to give the title acid in a yield of 5.82 g (95%), m.p.: 150°-151° C., [α]D20 =+353° (c=0.45, dimethylsulphoxide). Reactants: ClC1=C(C=O)C=CC(=C1)Cl (2,4-dichlorobenzaldehyde), N[C@H](C(C)(C)S)C(=O)O (D-penicillamine). Solvent: C(C)O (ethanol). Reaction conditions: temperature -78 celsius, time 15 minute. The yield is 72.5%. As a reaction SMILES: [BH4-].[Na+].[C:3]([O:7][C:8]([NH:10][CH:11]([C:17]([C:19]1[CH:24]=[CH:23][C:22]([O:25][CH3:26])=[CH:21][CH:20]=1)=[O:18])[C:12]([O:14][CH2:15][CH3:16])=[O:13])=[O:9])([CH3:6])([CH3:5])[CH3:4].[Cl-].[NH4+]>C(O)C>[C:3]([O:7][C:8]([NH:10][CH:11]([CH:17]([OH:18])[C:19]1[CH:20]=[CH:21][C:22]([O:25][CH3:26])=[CH:23][CH:24]=1)[C:12]([O:14][CH2:15][CH3:16])=[O:13])=[O:9])([CH3:6])([CH3:4])[CH3:5] |f:0.1,3.4|. The reactants are [BH4-].[Na+] (sodium borohydride), C(C)(C)(C)OC(=O)NC(C(=O)OCC)C(=O)C1=CC=C(C=C1)OC (ethyl 2-tert-butoxycarbonylamino-3-(4-methoxyphenyl)-3-oxo-propanoate), [Cl-].[NH4+] (ammonium chloride). Procedure: 461 mg (0.7 mmol) of sodium borohydride are carefully added to a solution of 4.1 mg (12.2 mmol) of ethyl 2-tert-butoxycarbonylamino-3-(4-methoxyphenyl)-3-oxo-propanoate in 40 ml of ethanol cooled to −78° C. After stirring for 15 minutes, the reaction medium is hydrolysed with a saturated aqueous solution of ammonium chloride. The ethanol is evaporated off and the aqueous phase is extracted with dichloromethane. The organic phase is dried over magnesium sulphate, filtered and concentrated. The re... The product is C(C)(C)(C)OC(=O)NC(C(=O)OCC)C(C1=CC=C(C=C1)OC)O (ethyl 2-tert-butoxycarbonylamino-3-hydroxy-3-(4-methoxyphenyl)propanoate).